From a dataset of the Open Reaction Database (ORD), a public repository of structured organic reaction records. describe an organic reaction: reactants, conditions, products, and yield Starting materials: 2-R-5-(heteroaryl-2-ylamino)phenol, BrC1=NC=CC=C1 (2-bromopyridine), NC1=CC=C(C(=C1)O)C (5-amino-o-cresol). Run in CCO (EtOH). Conditions: temperature 90 celsius. Product: CC1=C(C=C(C=C1)NC1=NC=CC=C1)O (2-Methyl-5-(pyridin-2-ylamino)phenol). The yield is 43.0%. Reaction SMILES: Br[C:2]1[CH:7]=[CH:6][CH:5]=[CH:4][N:3]=1.[NH2:8][C:9]1[CH:14]=[C:13]([OH:15])[C:12]([CH3:16])=[CH:11][CH:10]=1>CCO>[CH3:16][C:12]1[CH:11]=[CH:10][C:9]([NH:8][C:2]2[CH:7]=[CH:6][CH:5]=[CH:4][N:3]=2)=[CH:14][C:13]=1[OH:15]. Procedure details: Following the general procedure for the synthesis of 2-R-5-(heteroaryl-2-ylamino)phenol, 2-bromopyridine (0.6 mL, 6.33 mmol) and 5-amino-o-cresol (390 mg, 3.16 mmol) in 10% aqueous EtOH (10 mL) was heated at 90° C. for 18 h. The title compound was obtained after purification by flash chromatography on silica gel (hexane:EtOAc 6/4) in 43% yield (271 mg). Starting materials: CC=CC(=O)OC(C)CC, CCCCBr, CCOCC, [Cl-], Cl, I, [Mg]. Product: CCCCC(C)CC(=O)OC(C)CC. RXN SMILES: [C:9]([CH:10]=[CH:11][CH3:12])(=[O:13])[O:14][CH:15]([CH3:16])[CH2:17][CH3:18].[CH2:1]([CH2:2][CH2:3][CH3:4])[Br:5].[CH3:20][CH2:21][O:22][CH2:23][CH3:24].[Cl-:8].[ClH:19].[I:7].[Mg:6]>>[CH2:1]([CH2:2][CH2:3][CH3:4])[CH:11]([CH2:10][C:9](=[O:13])[O:14][CH:15]([CH3:16])[CH2:17][CH3:18])[CH3:12]. Reactants: N1(C=CC=C1)N1C(C=2C(C1=O)=CC=CC2)=O (N-(1H-pyrrol-1-yl)phthalimide), ice water, [Cl-].[Al+3].[Cl-].[Cl-] (aluminium chloride), C(C(=O)Cl)(=O)Cl (oxalyl chloride). The solvent is ClCCCl (1,2-dichloroethane), ClCCCl (1,2-dichloroethane). Reaction conditions: time 20 minute. Product: ClC(=O)C=1N(C=CC1)N1C(C=2C(C1=O)=CC=CC2)=O (N-(2-chlorocarbonyl-1H-pyrrol-1-yl)phthalimide). RXN SMILES: [Cl-].[Al+3].[Cl-].[Cl-].[C:5](Cl)(=O)[C:6]([Cl:8])=[O:7].[N:11]1([N:16]2[C:20](=[O:21])[C:19]3=[CH:22][CH:23]=[CH:24][CH:25]=[C:18]3[C:17]2=[O:26])C=[CH:14][CH:13]=[CH:12]1>ClCCCl>[Cl:8][C:6]([C:5]1[N:11]([N:16]2[C:20](=[O:21])[C:19]3=[CH:22][CH:23]=[CH:24][CH:25]=[C:18]3[C:17]2=[O:26])[CH:12]=[CH:13][CH:14]=1)=[O:7] |f:0.1.2.3|. Procedure details: A suspension of anhydrous aluminium chloride (3.1 g; 4.7×5 mM) in 20 ml of 1,2-dichloroethane was cooled with ice to 0°-5° C., and oxalyl chloride (3 g; 4.7×5 mM) was added dropwise to the suspension. After stirred at 0°-5° C. for 20 minutes, a suspension of N-(1H-pyrrol-1-yl)phthalimide (IX-I; 1.0 g; 4.7 mM) in 1,2-dichloroethane was added thereto. Thereafter, the mixture was stirred for 50 minutes with slowly raising the temperature to room temperature. The reaction mixture was poured into ice... The reactants are COc1ccc(P2(=S)SP(=S)(c3ccc(OC)cc3)S2)cc1, Cc1ccccc1, O=c1cc(-c2cccnc2)oc2ccc(F)cc12. The product is Fc1ccc2oc(-c3cccnc3)cc(=S)c2c1. RXN SMILES: [CH3:19][O:20][c:21]1[cH:22][cH:23][c:24]([P:25]2(=[S:28])[S:26][P:27]([c:29]3[cH:30][cH:31][c:32]([O:33][CH3:34])[cH:35][cH:36]3)(=[S:37])[S:38]2)[cH:39][cH:40]1.[CH3:41][c:42]1[cH:43][cH:44][cH:45][cH:46][cH:47]1.[F:1][c:2]1[cH:3][c:4]2[c:5](=[O:18])[cH:6][c:7](-[c:12]3[cH:13][n:14][cH:15][cH:16][cH:17]3)[o:8][c:9]2[cH:10][cH:11]1>>[F:1][c:2]1[cH:3][c:4]2[c:5](=[S:28])[cH:6][c:7](-[c:12]3[cH:13][n:14][cH:15][cH:16][cH:17]3)[o:8][c:9]2[cH:10][cH:11]1. Reactants: [H-].[Na+] (NaH), OC=1C=C(C=CC1)OS(=O)(=O)C1=C(C=CC=C1)Cl (2-chlorobenzenesulfonic acid 3-hydroxyphenyl ester), CS(=O)(=O)OCC1CN(CCC1)C(=O)OC(C)(C)C (N-(tert-Butoxycarbonyl)-3-piperidinemethanol methanesulfonate). The solvent is C(C)(=O)OCC (ethyl acetate), CN(C)C=O (DMF). Run at time 10 minute. The product is C(C)(C)(C)OC(=O)N1CC(CCC1)COC=1C=C(C=CC1)OS(=O)(=O)C1=C(C=CC=C1)Cl (2-Chlorobenzenesulfonic acid 3-[[N-(tert-butoxycarbonyl)piperidin-3-yl]methoxy]phenyl ester). The yield is 52.9%. RXN SMILES: [OH:1][C:2]1[CH:3]=[C:4]([O:8][S:9]([C:12]2[CH:17]=[CH:16][CH:15]=[CH:14][C:13]=2[Cl:18])(=[O:11])=[O:10])[CH:5]=[CH:6][CH:7]=1.[H-].[Na+].CS(O[CH2:26][CH:27]1[CH2:32][CH2:31][CH2:30][N:29]([C:33]([O:35][C:36]([CH3:39])([CH3:38])[CH3:37])=[O:34])[CH2:28]1)(=O)=O>CN(C=O)C.C(OCC)(=O)C>[C:36]([O:35][C:33]([N:29]1[CH2:30][CH2:31][CH2:32][CH:27]([CH2:26][O:1][C:2]2[CH:3]=[C:4]([O:8][S:9]([C:12]3[CH:17]=[CH:16][CH:15]=[CH:14][C:13]=3[Cl:18])(=[O:11])=[O:10])[CH:5]=[CH:6][CH:7]=2)[CH2:28]1)=[O:34])([CH3:39])([CH3:37])[CH3:38] |f:1.2|. Procedure: To a solution of 2-chlorobenzenesulfonic acid 3-hydroxyphenyl ester (570 mg, 2.0 mmol), as prepared in step d of Example 1, in DMF (8 mL) was added NaH (95%, 53 mg, 2.2 mmol). The reaction mixture was stirred under nitrogen for 10 min. N-(tert-Butoxycarbonyl)-3-piperidinemethanol methanesulfonate (586 mg, 2.0 mmol), as prepared in step b, was added and the reaction mixture was stirred at 40° C. under nitrogen overnight. The reaction mixture was diluted with ethyl acetate (150 mL), washed sequent... Reactants: C(C)(C)NC(C)C.[Li] (lithium diisopropylamine), CCOC(=O)C (EtOAc), CCOC(=O)C (EtOAc), [NH4+].[Cl-] (NH4Cl), ClC1C(C2=CC=C(C=C2CC1)OC)=O (2-chloro-6-methoxy-3,4-dihydro-2H-naphthalen-1-one). The solvent is C1CCOC1 (THF), C1CCOC1 (THF), C1CCOC1 (THF). Run at temperature -78 celsius, time 30 minute. The product is C(C)OC(CC1(C(CCC2=CC(=CC=C12)OC)Cl)O)=O ((2-Chloro-hydroxy-6-methoxy-1,2,3,4-tetrahydro-naphthalen-1-yl)-acetic acid ethyl ester). RXN SMILES: C(NC(C)C)(C)C.[Li].[Cl:9][CH:10]1[CH2:19][CH2:18][C:17]2[C:12](=[CH:13][CH:14]=[C:15]([O:20][CH3:21])[CH:16]=2)[C:11]1=[O:22].[NH4+].[Cl-].[CH3:25][CH2:26][O:27][C:28]([CH3:30])=[O:29]>C1COCC1>[CH2:26]([O:27][C:28](=[O:29])[CH2:30][C:11]1([OH:22])[C:12]2[C:17](=[CH:16][C:15]([O:20][CH3:21])=[CH:14][CH:13]=2)[CH2:18][CH2:19][CH:10]1[Cl:9])[CH3:25] |f:0.1,3.4,^1:7|. Procedure: A solution of EtOAc (7.2 ml, 73.96 mmol) in THF (20 ml) is slowly added under an atmosphere of argon at −78° C. to a solution of lithium diisopropylamine (prepared from 10.5 ml of diisopropylamine (73.96 mmol) and 46.2 ml of 1.6 M n-BuLi in hexane (73.96 mmol)) in THF (20 ml). After stirring at −78° C. for 30 minutes, a solution of 2-chloro-6-methoxy-3,4-dihydro-2H-naphthalen-1-one (7.79 g, 36.98 mmol) in THF (20 ml) is slowly added during 30 minutes. The reaction mixture is stirred at −78° C. f... Starting materials: C(=O)([O-])[O-].[K+].[K+] (K2CO3), O (water), COC/C=C/B1OC(C(O1)(C)C)(C)C ((E)-2-(3-methoxyprop-1-enyl)-4,4,5,5-tetramethyl-1,3,2-dioxaborolane), BrC1=CC=C2C(=C(C(C(C2=C1)(C)C)=O)C(=O)NCC(=O)OC(C)(C)C)O (1,1-Dimethylethyl N-((7-bromo-4-hydroxy-1,1-dimethyl-2-oxo-naphthalen-3-yl)carbonyl)glycinate). Reagents/catalysts: C=1C=CC(=CC1)[P](C=2C=CC=CC2)(C=3C=CC=CC3)[Pd]([P](C=4C=CC=CC4)(C=5C=CC=CC5)C=6C=CC=CC6)([P](C=7C=CC=CC7)(C=8C=CC=CC8)C=9C=CC=CC9)[P](C=1C=CC=CC1)(C=1C=CC=CC1)C=1C=CC=CC1 (Pd(Ph3P)4). The solvent is O1CCOCC1 (1,4-dioxane), CCOC(=O)C (EtOAc). Reaction conditions: temperature 80 celsius, time 2 hour. The product is OC1=C(C(C(C2=CC(=CC=C12)\C=C\COC)(C)C)=O)C(=O)NCC(=O)OC(C)(C)C (1,1-Dimethylethyl N-((4-hydroxy-1,1-dimethyl-7-((1E)-3-(methyloxy)-1-propen-1-yl)-2-oxo-naphthalen-3-yl)carbonyl)glycinate). Isolated yield 78.7%. As a reaction SMILES: Br[C:2]1[CH:11]=[C:10]2[C:5]([C:6]([OH:26])=[C:7]([C:15]([NH:17][CH2:18][C:19]([O:21][C:22]([CH3:25])([CH3:24])[CH3:23])=[O:20])=[O:16])[C:8](=[O:14])[C:9]2([CH3:13])[CH3:12])=[CH:4][CH:3]=1.C([O-])([O-])=O.[K+].[K+].O.[CH3:34][O:35][CH2:36]/[CH:37]=[CH:38]/B1OC(C)(C)C(C)(C)O1>O1CCOCC1.CCOC(C)=O.C1C=CC([P]([Pd]([P](C2C=CC=CC=2)(C2C=CC=CC=2)C2C=CC=CC=2)([P](C2C=CC=CC=2)(C2C=CC=CC=2)C2C=CC=CC=2)[P](C2C=CC=CC=2)(C2C=CC=CC=2)C2C=CC=CC=2)(C2C=CC=CC=2)C2C=CC=CC=2)=CC=1>[OH:26][C:6]1[C:5]2[C:10](=[CH:11][C:2](/[CH:38]=[CH:37]/[CH2:36][O:35][CH3:34])=[CH:3][CH:4]=2)[C:9]([CH3:13])([CH3:12])[C:8](=[O:14])[C:7]=1[C:15]([NH:17][CH2:18][C:19]([O:21][C:22]([CH3:24])([CH3:23])[CH3:25])=[O:20])=[O:16] |f:1.2.3,^1:63,65,84,103|. Procedure details: 1,1-Dimethylethyl N-((7-bromo-4-hydroxy-1,1-dimethyl-2-oxo-naphthalen-3-yl)carbonyl)glycinate (500 mg, 1178 μmol, see Example 53) was dissolved in 1,4-dioxane (11785 μL). 2M K2CO3 in water (2357 μL, 4714 μmol), Pd(Ph3P)4 (136 mg, 118 μmol), and (E)-2-(3-methoxyprop-1-enyl)-4,4,5,5-tetramethyl-1,3,2-dioxaborolane (300 μL, 1414 μmol) were added, and the reaction was stirred at 80° C. for 2 hours. The reaction mixture was cooled to ambient temperature, diluted with 100 mL of EtOAc, added to a separ... Starting materials: B, C1CCOC1, CO, CSC, O=C(O)Cc1cccc(F)c1. The product is OCCc1cccc(F)c1. As a reaction SMILES: [BH3:4].[CH2:18]1[O:19][CH2:20][CH2:21][CH2:22]1.[CH3:16][OH:17].[CH3:1][S:2][CH3:3].[F:5][c:6]1[cH:7][c:8]([CH2:12][C:13](=[O:14])[OH:15])[cH:9][cH:10][cH:11]1>>[F:5][c:6]1[cH:7][c:8]([CH2:12][CH2:13][OH:14])[cH:9][cH:10][cH:11]1.